The task is: describe an organic reaction: reactants, conditions, products, and yield. This data is from the Open Reaction Database (ORD), a public repository of structured organic reaction records. The reactants are CC(C(=O)OC)C[C@@H](C)[C@H]1CC[C@H]2[C@@H]3[C@@H](C[C@@H]4C[C@@H](CC[C@]4(C)[C@H]3CC[C@]12C)O)O (Methyl 23-methyl-3α,7α-dihydroxy-5β-cholan-24-oate), [OH-].[Na+] (NaOH), Cl (HCl). Solvent: CO (MeOH), CO (MeOH). Yields the product C[C@H](C(=O)O)C[C@@H](C)[C@H]1CC[C@H]2[C@@H]3[C@@H](C[C@@H]4C[C@@H](CC[C@]4(C)[C@H]3CC[C@]12C)O)O (23(S)-Methyl-3α,7α-dihydroxy-5β-cholan-24-oic acid), C[C@@H](C(=O)O)C[C@@H](C)[C@H]1CC[C@H]2[C@@H]3[C@@H](C[C@@H]4C[C@@H](CC[C@]4(C)[C@H]3CC[C@]12C)O)O (23(R)-Methyl-3α,7α-dihydroxy-5β-cholan-24-oic acid). Isolated yield 65.0%. Reaction SMILES: [CH3:1][CH:2]([CH2:7][C@H:8]([C@@H:10]1[C@:27]2([CH3:28])[C@H:13]([C@H:14]3[C@H:24]([CH2:25][CH2:26]2)[C@:22]2([CH3:23])[C@@H:17]([CH2:18][C@H:19]([OH:29])[CH2:20][CH2:21]2)[CH2:16][C@H:15]3[OH:30])[CH2:12][CH2:11]1)[CH3:9])[C:3]([O:5]C)=[O:4].[OH-].[Na+].Cl>CO>[CH3:1][C@@H:2]([CH2:7][C@H:8]([C@@H:10]1[C@:27]2([CH3:28])[C@H:13]([C@H:14]3[C@H:24]([CH2:25][CH2:26]2)[C@:22]2([CH3:23])[C@@H:17]([CH2:18][C@H:19]([OH:29])[CH2:20][CH2:21]2)[CH2:16][C@H:15]3[OH:30])[CH2:12][CH2:11]1)[CH3:9])[C:3]([OH:5])=[O:4].[CH3:1][C@H:2]([CH2:7][C@H:8]([C@@H:10]1[C@:27]2([CH3:28])[C@H:13]([C@H:14]3[C@H:24]([CH2:25][CH2:26]2)[C@:22]2([CH3:23])[C@@H:17]([CH2:18][C@H:19]([OH:29])[CH2:20][CH2:21]2)[CH2:16][C@H:15]3[OH:30])[CH2:12][CH2:11]1)[CH3:9])[C:3]([OH:5])=[O:4] |f:1.2|. Procedure: Methyl 23-methyl-3α,7α-dihydroxy-5β-cholan-24-oate 0.97 g (2.3 mmol) was dissolved in MeOH (25 mL) and added with 10% NaOH in MeOH (5.7 mL, 14.2 mmol). The mixture was refluxed for 16 h. The mixture was acidified with 3N HCl and extracted with EtOAc (3×20 mL). The combined organic fractions were washed with brine (1×50 mL), dried (Na2SO4) and evaporated under vacuum. The residue was purified by silica gel flash chromatography. Elution with CHCl3:MeOH (95/5) afforded 1.5 g (65%) of 23(S)-Methyl-3... Reactants: N#CC(c1ccc(Sc2ccccc2CNC(=O)c2cc(F)cc(N3CCOCC3)c2)nn1)c1c(Cl)cccc1Cl, O=S(=O)(O)O. Product: NC(=O)C(c1ccc(Sc2ccccc2CNC(=O)c2cc(F)cc(N3CCOCC3)c2)nn1)c1c(Cl)cccc1Cl. Reaction SMILES: [C:1](#[N:2])[CH:3]([c:4]1[cH:5][cH:6][c:7]([S:10][c:11]2[c:12]([CH2:13][NH:14][C:15]([c:16]3[cH:17][c:18]([F:28])[cH:19][c:20]([N:22]4[CH2:23][CH2:24][O:25][CH2:26][CH2:27]4)[cH:21]3)=[O:29])[cH:30][cH:31][cH:32][cH:33]2)[n:8][n:9]1)[c:34]1[c:35]([Cl:41])[cH:36][cH:37][cH:38][c:39]1[Cl:40].[S:42]([OH:43])(=[O:44])(=[O:45])[OH:46]>>[C:1]([NH2:2])([CH:3]([c:4]1[cH:5][cH:6][c:7]([S:10][c:11]2[c:12]([CH2:13][NH:14][C:15]([c:16]3[cH:17][c:18]([F:28])[cH:19][c:20]([N:22]4[CH2:23][CH2:24][O:25][CH2:26][CH2:27]4)[cH:21]3)=[O:29])[cH:30][cH:31][cH:32][cH:33]2)[n:8][n:9]1)[c:34]1[c:35]([Cl:41])[cH:36][cH:37][cH:38][c:39]1[Cl:40])=[O:43].